From a dataset of the Open Reaction Database (ORD), a public repository of structured organic reaction records. describe an organic reaction: reactants, conditions, products, and yield Conditions: time 18 hour. Run in CO (MeOH). Isolated yield 60.0%. Reported procedure: A solution of 3,5-dichloropyridazine (4.47 g, 30 mmol), (R)-tert-butyl pyrrolidin-3-ylcarbamate (5.59 g, 30 mmol) and triethylamine (8.1 g, 80 mmol) in THF (50 mL) was stirred at ambient temperature for 20 hrs. The solvent was removed under reduced pressure and the residue was purified by column chromatography to afford the desired product (5.4 g, 60%) as a colorless solid. LC-MS: m/z=299.2 [M+H+]+. (R)-tert-butyl-1-(6-chloropyridazin-4-yl)pyrrolidin-3-yl(methyl)carbamate. A solution of (R)-tert... As a reaction SMILES: [ClH:1].Cl.CN[C@@H]1CCN(C2C=C(NC34CC5CC(CC(C5)C3)C4)N=NC=2)C1.C[N:28]([C@@H:36]1[CH2:40][CH2:39][N:38]([C:41]2[CH:46]=[C:45](NC34CC5CC(CC(C5)C3)C4)[N:44]=[N:43][CH:42]=2)[CH2:37]1)[C:29](=[O:35])[O:30][C:31]([CH3:34])([CH3:33])[CH3:32].Cl.CCOCC>CO>[Cl:1][C:45]1[N:44]=[N:43][CH:42]=[C:41]([N:38]2[CH2:39][CH2:40][C@@H:36]([NH:28][C:29](=[O:35])[O:30][C:31]([CH3:34])([CH3:33])[CH3:32])[CH2:37]2)[CH:46]=1 |f:0.1.2,4.5|. Yields the product ClC1=CC(=CN=N1)N1C[C@@H](CC1)NC(OC(C)(C)C)=O ((R)-tert-butyl 1-(6-chloropyridazin-4-yl)pyrrolidin-3-ylcarbamate). Reactants: Cl.Cl.CN[C@H]1CN(CC1)C=1C=C(N=NC1)NC12CC3CC(CC(C1)C3)C2 ((R)-5-(3-(methylamino)pyrrolidin-1-yl)-N-(1-adamantyl)pyridazin-3-amine dihydrochloride), CN(C(OC(C)(C)C)=O)[C@H]1CN(CC1)C1=CN=NC(=C1)NC12CC3CC(CC(C1)C3)C2 ((R)-tert-butyl methyl(1-(6-(1-adamantylamino)pyridazin-4-yl)pyrrolidin-3-yl)carbamate), Cl.CCOCC (HCl Et2O).